Dataset: the Open Reaction Database (ORD), a public repository of structured organic reaction records. Task: describe an organic reaction: reactants, conditions, products, and yield The reactants are COc1ccc(NC(=O)OC(C)(C)C)cn1, [Li]CCCC, CI, CCCCCC, CN(C)CCN(C)C, O. Product: COc1cc(C)c(NC(=O)OC(C)(C)C)cn1. RXN SMILES: [C:14](=[O:15])([O:16][C:17]([CH3:18])([CH3:19])[CH3:20])[NH:21][c:22]1[cH:23][cH:24][c:25]([O:28][CH3:29])[n:26][cH:27]1.[CH2:1]([Li:2])[CH2:3][CH2:4][CH3:5].[CH3:30][I:31].[CH3:32][CH2:33][CH2:34][CH2:35][CH2:36][CH3:37].[CH3:6][N:7]([CH3:8])[CH2:9][CH2:10][N:11]([CH3:12])[CH3:13].[OH2:38]>>[CH3:1][c:23]1[c:22]([NH:21][C:14](=[O:15])[O:16][C:17]([CH3:18])([CH3:19])[CH3:20])[cH:27][n:26][c:25]([O:28][CH3:29])[cH:24]1. Starting materials: CO, ClC(Cl)Cl, ClI, [N-]=[N+]=NC(CI)c1cn(COCCO)c(=O)[nH]c1=O, C=Cc1cn(COC(CO)CO)c(=O)[nH]c1=O. Yields the product [N-]=[N+]=NC(CI)c1cn(COC(CO)CO)c(=O)[nH]c1=O. Reaction SMILES: [CH3:39][OH:40].[CH:41]([Cl:42])([Cl:43])[Cl:44].[I:1][Cl:2].[OH:20][CH2:21][CH2:22][O:23][CH2:24][n:25]1[c:26](=[O:27])[nH:28][c:29](=[O:30])[c:31]([CH:33]([CH2:34][I:35])[N:36]=[N+:37]=[N-:38])[cH:32]1.[OH:3][CH2:4][CH:5]([CH2:6][OH:7])[O:8][CH2:9][n:10]1[cH:11][c:12]([CH:13]=[CH2:14])[c:15](=[O:16])[nH:17][c:18]1=[O:19]>>[OH:3][CH2:4][CH:22]([CH2:21][OH:20])[O:23][CH2:24][n:25]1[c:26](=[O:27])[nH:28][c:29](=[O:30])[c:31]([CH:33]([CH2:34][I:35])[N:36]=[N+:37]=[N-:38])[cH:32]1. Starting materials: CCO, [H][H], CC(=O)N1CCCOc2ccc([N+](=O)[O-])cc21. Product: CC(=O)N1CCCOc2ccc(N)cc21. Reaction SMILES: [CH3:20][CH2:21][OH:22].[H:18][H:19].[N+:1]([O-:2])(=[O:3])[c:4]1[cH:5][cH:6][c:7]2[c:8]([cH:17]1)[N:9]([C:14]([CH3:15])=[O:16])[CH2:10][CH2:11][CH2:12][O:13]2>>[NH2:1][c:4]1[cH:5][cH:6][c:7]2[c:8]([cH:17]1)[N:9]([C:14]([CH3:15])=[O:16])[CH2:10][CH2:11][CH2:12][O:13]2.